Dataset: the Open Reaction Database (ORD), a public repository of structured organic reaction records. Task: describe an organic reaction: reactants, conditions, products, and yield The reactants are ClC1=CC=C(C=C1)CC(=O)O (4-Chlorophenylacetic acid), [Na] (sodium), COC1=C(CBr)C=CC=C1 (2-methoxybenzyl bromide). Yields the product ClC1=CC=C(C=C1)CC(=O)OCC1=C(C=CC=C1)OC (2-methoxybenzyl 4-chlorophenylacetate). As a reaction SMILES: [Cl:1][C:2]1[CH:7]=[CH:6][C:5]([CH2:8][C:9]([OH:11])=[O:10])=[CH:4][CH:3]=1.[Na].[CH3:13][O:14][C:15]1[CH:22]=[CH:21][CH:20]=[CH:19][C:16]=1[CH2:17]Br>>[Cl:1][C:2]1[CH:3]=[CH:4][C:5]([CH2:8][C:9]([O:11][CH2:17][C:16]2[CH:19]=[CH:20][CH:21]=[CH:22][C:15]=2[O:14][CH3:13])=[O:10])=[CH:6][CH:7]=1 |^1:11|. Reported procedure: 4-Chlorophenylacetic acid, sodium salt, is reacted with 2-methoxybenzyl bromide to obtain 2-methoxybenzyl 4-chlorophenylacetate. Starting materials: Nc1nccn2c(C3CCC3)nc(-c3ccc(Sc4ccccc4)cc3)c12, O=C(OO)c1cccc(Cl)c1, ClCCl, [Na+], O=C([O-])O. Product: Nc1nccn2c(C3CCC3)nc(-c3ccc(S(=O)c4ccccc4)cc3)c12. RXN SMILES: [CH:1]1([c:5]2[n:6][c:7](-[c:15]3[cH:16][cH:17][c:18]([S:21][c:22]4[cH:23][cH:24][cH:25][cH:26][cH:27]4)[cH:19][cH:20]3)[c:8]3[n:9]2[cH:10][cH:11][n:12][c:13]3[NH2:14])[CH2:2][CH2:3][CH2:4]1.[Cl:28][c:29]1[cH:30][cH:31][cH:32][c:33]([C:34]([O:35][OH:37])=[O:36])[cH:38]1.[Cl:44][CH2:45][Cl:46].[Na+:43].[O-:39][C:40]([OH:41])=[O:42]>>[CH:1]1([c:5]2[n:6][c:7](-[c:15]3[cH:16][cH:17][c:18]([S:21]([c:22]4[cH:23][cH:24][cH:25][cH:26][cH:27]4)=[O:36])[cH:19][cH:20]3)[c:8]3[n:9]2[cH:10][cH:11][n:12][c:13]3[NH2:14])[CH2:2][CH2:3][CH2:4]1.